This data is from the Open Reaction Database (ORD), a public repository of structured organic reaction records. The task is: describe an organic reaction: reactants, conditions, products, and yield Starting materials: S(O)(O)(=O)=O (sulfuric acid), COC1=NC(=CC(=N1)N)OC (2,6-dimethoxy-4-pyrimidinamine), [N+](=O)(O)[O-] (nitric acid). Yields the product COC1=NC(=C(C(=N1)N)[N+](=O)[O-])OC (2,6-Dimethoxy-5-nitro-4-pyrimidinamine). Reaction SMILES: S(=O)(=O)(O)O.[CH3:6][O:7][C:8]1[N:13]=[C:12]([NH2:14])[CH:11]=[C:10]([O:15][CH3:16])[N:9]=1.[N+:17]([O-])([OH:19])=[O:18]>>[CH3:6][O:7][C:8]1[N:13]=[C:12]([NH2:14])[C:11]([N+:17]([O-:19])=[O:18])=[C:10]([O:15][CH3:16])[N:9]=1. Procedure: To a solution of 20 ml of concentrated nitric acid and 16 ml of concentrated sulfuric acid was added 3.9 g (0.025 mmol) of 2,6-dimethoxy-4-pyrimidinamine. The resulting solution was stirred at ambient temperature and pressure for thirty minutes and was then stirred at 50° for fifteen minutes. The solution was then cooled in an ice bath to ~0° C. The solid was collected by filtration, washed with water and dried in an oven at 60° C. to afford 3.6 g of the title compound, m.p. 178°-179° C. Starting materials: CS(C)=O, O=S1CCN(c2nc(Cl)nc3c(OCCc4ccccc4)ncnc23)CC1, NCCCO. Yields the product O=S1CCN(c2nc(NCCCO)nc3c(OCCc4ccccc4)ncnc23)CC1. Reaction SMILES: [CH3:33][S:34]([CH3:35])=[O:36].[Cl:1][c:2]1[n:3][c:4]([N:21]2[CH2:22][CH2:23][S:24](=[O:27])[CH2:25][CH2:26]2)[c:5]2[c:6]([n:7]1)[c:8]([O:12][CH2:13][CH2:14][c:15]1[cH:16][cH:17][cH:18][cH:19][cH:20]1)[n:9][cH:10][n:11]2.[OH:28][CH2:29][CH2:30][CH2:31][NH2:32]>>[c:2]1([NH:32][CH2:31][CH2:30][CH2:29][OH:28])[n:3][c:4]([N:21]2[CH2:22][CH2:23][S:24](=[O:27])[CH2:25][CH2:26]2)[c:5]2[c:6]([n:7]1)[c:8]([O:12][CH2:13][CH2:14][c:15]1[cH:16][cH:17][cH:18][cH:19][cH:20]1)[n:9][cH:10][n:11]2. Starting materials: O=S1(CCC(=CC1)C=1C=CC(=C(C1)N1CCC(CC1)C)[N+](=O)[O-])=O (1-[5-(1,1-dioxo-1,2,3,6-tetrahydro-1λ6-thiopyran-4-yl)-2-nitro-phenyl]-4-methyl-piperidine). The reagents and catalysts are [Pd] (Pd/C). Solvent: CO (MeOH). Run at time 1 hour. The product is O=S1(CCC(CC1)C1=CC(=C(C=C1)N)N1CCC(CC1)C)=O (4-(1,1-Dioxo-hexahydro-1λ6-thiopyran-4-yl)-2-(4-methyl-piperidin-1-yl)-phenylamine). The yield is 70.0%. As a reaction SMILES: [O:1]=[S:2]1(=[O:24])[CH2:7][CH:6]=[C:5]([C:8]2[CH:9]=[CH:10][C:11]([N+:21]([O-])=O)=[C:12]([N:14]3[CH2:19][CH2:18][CH:17]([CH3:20])[CH2:16][CH2:15]3)[CH:13]=2)[CH2:4][CH2:3]1>CO.[Pd]>[O:24]=[S:2]1(=[O:1])[CH2:7][CH2:6][CH:5]([C:8]2[CH:9]=[CH:10][C:11]([NH2:21])=[C:12]([N:14]3[CH2:15][CH2:16][CH:17]([CH3:20])[CH2:18][CH2:19]3)[CH:13]=2)[CH2:4][CH2:3]1. Procedure: A mixture of 1-[5-(1,1-dioxo-1,2,3,6-tetrahydro-1λ6-thiopyran-4-yl)-2-nitro-phenyl]-4-methyl-piperidine (as prepared in the previous step, 65 mg, 0.19 mmol) and 10% Pd/C (40 mg) in 3 mL of MeOH was stirred at RT under H2 (balloon pressure) for 1 h. The Pd catalyst was removed by filtration on Celite and the filtrate was concentrated to give a white solid. Flash chromatography of the compound on silica gel (5% EtOAc/DCM) gave 42 mg (70%) of the title compound as a white solid: 1H-NMR (CDCl3; 400 ... Starting materials: COC(=O)c1ccc(-c2nnc(CSCCCCOc3ccccc3)o2)cc1, [Li+], [OH-]. The product is O=C(O)c1ccc(-c2nnc(CSCCCCOc3ccccc3)o2)cc1. RXN SMILES: [CH3:1][O:2][C:3]([c:4]1[cH:5][cH:6][c:7](-[c:10]2[o:11][c:12]([CH2:15][S:16][CH2:17][CH2:18][CH2:19][CH2:20][O:21][c:22]3[cH:23][cH:24][cH:25][cH:26][cH:27]3)[n:13][n:14]2)[cH:8][cH:9]1)=[O:28].[Li+:29].[OH-:30]>>[O:2]=[C:3]([c:4]1[cH:5][cH:6][c:7](-[c:10]2[o:11][c:12]([CH2:15][S:16][CH2:17][CH2:18][CH2:19][CH2:20][O:21][c:22]3[cH:23][cH:24][cH:25][cH:26][cH:27]3)[n:13][n:14]2)[cH:8][cH:9]1)[OH:28]. Reactants: c1ccc2c(c1)CNC2, COc1ccc(C=CCCl)cc1, CCO. The product is COc1ccc(C=CCN2Cc3ccccc3C2)cc1, Cl. As a reaction SMILES: [CH2:13]1[NH:14][CH2:15][c:16]2[cH:17][cH:18][cH:19][cH:20][c:21]21.[CH3:1][O:2][c:3]1[cH:4][cH:5][c:6]([CH:7]=[CH:8][CH2:9][Cl:10])[cH:11][cH:12]1.[CH3:22][CH2:23][OH:24]>>[CH3:1][O:2][c:3]1[cH:4][cH:5][c:6]([CH:7]=[CH:8][CH2:9][N:14]2[CH2:13][c:21]3[c:16]([cH:17][cH:18][cH:19][cH:20]3)[CH2:15]2)[cH:11][cH:12]1.[ClH:10]. The reactants are COC(=O)Cl, Cl, CN(C(=O)N(C)C1CN(C(=O)NC2(C)CCNCC2)CC1c1ccc(F)cc1)c1cc(C(F)(F)F)cc(C(F)(F)F)c1. Yields the product COC(=O)N1CCC(C)(NC(=O)N2CC(c3ccc(F)cc3)C(N(C)C(=O)N(C)c3cc(C(F)(F)F)cc(C(F)(F)F)c3)C2)CC1. RXN SMILES: [C:44]([O:45][CH3:46])(=[O:47])[Cl:48].[ClH:1].[F:2][C:3]([c:4]1[cH:5][c:6]([N:14]([C:15](=[O:16])[N:17]([CH:18]2[CH2:19][N:20]([C:30](=[O:31])[NH:32][C:33]3([CH3:39])[CH2:34][CH2:35][NH:36][CH2:37][CH2:38]3)[CH2:21][CH:22]2[c:23]2[cH:24][cH:25][c:26]([F:29])[cH:27][cH:28]2)[CH3:40])[CH3:41])[cH:7][c:8]([C:10]([F:11])([F:12])[F:13])[cH:9]1)([F:42])[F:43]>>[F:2][C:3]([c:4]1[cH:5][c:6]([N:14]([C:15](=[O:16])[N:17]([CH:18]2[CH2:19][N:20]([C:30](=[O:31])[NH:32][C:33]3([CH3:39])[CH2:34][CH2:35][N:36]([C:44]([O:45][CH3:46])=[O:47])[CH2:37][CH2:38]3)[CH2:21][CH:22]2[c:23]2[cH:24][cH:25][c:26]([F:29])[cH:27][cH:28]2)[CH3:40])[CH3:41])[cH:7][c:8]([C:10]([F:11])([F:12])[F:13])[cH:9]1)([F:42])[F:43]. The reactants are COC1=C(N)C=CC(=C1)B1OC(C(O1)(C)C)(C)C (2-methoxy-4-(4,4,5,5-tetramethyl-1,3,2-dioxaborolan-2-yl)aniline), 2-Methylmagnesium chloride, ClC=1C=C2C(=NC1)N(C(=C2)C(=O)OC)C (methyl 5-chloro-1-methyl-1H-pyrrolo[2,3-b]pyridine-2-carboxylate). Run in O1CCCC1 (tetrahydrofuran), O1CCCC1 (tetrahydrofuran), O1CCCC1 (tetrahydrofuran). Product: ClC=1C=C2C(=NC1)N(C(=C2)C(=O)NC2=C(C=C(C=C2)B2OC(C(O2)(C)C)(C)C)OC)C (5-chloro-N-(2-methoxy-4-(4,4,5,5-tetramethyl-1,3,2-dioxaborolan-2-yl)phenyl)-1-methyl-1H-pyrrolo[2,3-b]pyridine-2-carboxamide). Yield: 84.0%. RXN SMILES: [CH3:1][O:2][C:3]1[CH:9]=[C:8]([B:10]2[O:14][C:13]([CH3:16])([CH3:15])[C:12]([CH3:18])([CH3:17])[O:11]2)[CH:7]=[CH:6][C:4]=1[NH2:5].[Cl:19][C:20]1[CH:21]=[C:22]2[CH:28]=[C:27]([C:29](OC)=[O:30])[N:26]([CH3:33])[C:23]2=[N:24][CH:25]=1>O1CCCC1>[Cl:19][C:20]1[CH:21]=[C:22]2[CH:28]=[C:27]([C:29]([NH:5][C:4]3[CH:6]=[CH:7][C:8]([B:10]4[O:14][C:13]([CH3:16])([CH3:15])[C:12]([CH3:18])([CH3:17])[O:11]4)=[CH:9][C:3]=3[O:2][CH3:1])=[O:30])[N:26]([CH3:33])[C:23]2=[N:24][CH:25]=1. Procedure: To 2-methoxy-4-(4,4,5,5-tetramethyl-1,3,2-dioxaborolan-2-yl)aniline (2.073 g, 8.32 mmol) in tetrahydrofuran (dry) (20 ml) under a nitrogen atmosphere was added 2-Methylmagnesium chloride in tetrahydrofuran (4.16 ml, 8.32 mmol) and the mixture was heated at reflux for one hour. To the warm reaction mixture was added methyl 5-chloro-1-methyl-1H-pyrrolo[2,3-b]pyridine-2-carboxylate (0.89 g, 3.96 mmol) in tetrahydrofuran (10 ml) and the resulting mixture was heated overnight. Then the reaction was c... Starting materials: BrCCCCCCOCCOCC1=C(C=CC=C1Cl)Cl (2-[2-(6-bromo-hexyloxy)-ethoxymethyl]-1,3-dichloro-benzene), ice water, CC(C)([O-])C.[K+] (Potassium tert-butoxide), CC1(OCC2=C(O1)C=CC(=C2)[C@@H]2CNC(O2)=O)C ((5R)-5-(2,2-dimethyl-4H-1,3-benzodioxin-6-yl)-1,3-oxazolidin-2-one). The solvent is CN(C)C=O (DMF), CN(C)C=O (DMF). Run at time 1 hour. The product is ClC1=C(COCCOCCCCCCN2C(O[C@@H](C2)C=2C=CC3=C(COC(O3)(C)C)C2)=O)C(=CC=C1)Cl ((R)-3-{6-[2-(2,6-Dichlorobenzyloxy)-ethoxy]-hexyl}-5-(2,2-dimethyl-4H-benzo[1,3]dioxin-6-yl)-oxazolidin-2-one). Isolated yield 100.2%. As a reaction SMILES: CC(C)([O-])C.[K+].[CH3:7][C:8]1([CH3:24])[O:13][C:12]2[CH:14]=[CH:15][C:16]([C@H:18]3[O:22][C:21](=[O:23])[NH:20][CH2:19]3)=[CH:17][C:11]=2[CH2:10][O:9]1.Br[CH2:26][CH2:27][CH2:28][CH2:29][CH2:30][CH2:31][O:32][CH2:33][CH2:34][O:35][CH2:36][C:37]1[C:42]([Cl:43])=[CH:41][CH:40]=[CH:39][C:38]=1[Cl:44]>CN(C=O)C>[Cl:43][C:42]1[CH:41]=[CH:40][CH:39]=[C:38]([Cl:44])[C:37]=1[CH2:36][O:35][CH2:34][CH2:33][O:32][CH2:31][CH2:30][CH2:29][CH2:28][CH2:27][CH2:26][N:20]1[CH2:19][C@@H:18]([C:16]2[CH:15]=[CH:14][C:12]3[O:13][C:8]([CH3:24])([CH3:7])[O:9][CH2:10][C:11]=3[CH:17]=2)[O:22][C:21]1=[O:23] |f:0.1|. Procedure details: Potassium tert-butoxide (4.38 g, 39 mmol) was added to a solution of (5R)-5-(2,2-dimethyl-4H-1,3-benzodioxin-6-yl)-1,3-oxazolidin-2-one (9.3 g, 39 mmol) in anhydrous DMF (100 mL) under N2 and the reaction stirred for 1 h at ambient temperature. A solution of 2-[2-(6-bromo-hexyloxy)-ethoxymethyl]-1,3-dichloro-benzene (15 g, 39 mmol) in anhydrous DMF (25 mL) was added and the reaction allowed to stir at ambient temperature for 20 h. The reaction mixture was poured into ice/water (350 mL) and extra...